This data is from the Open Reaction Database (ORD), a public repository of structured organic reaction records. The task is: describe an organic reaction: reactants, conditions, products, and yield Starting materials: C(C)OC(\C=C\C=C(C1=CC=C(C=C1)Cl)C1=CC=C(C=C1)Cl)=O ((E)-5,5-bis(4-chlorophenyl)-2,4-pentadienoic acid ethyl ester). Run in CO (methanol), [OH-].[Na+] (sodium hydroxide). Yields the product ClC1=CC=C(C=C1)C(=C/C=C/C(=O)O)C1=CC=C(C=C1)Cl ((E)-5,5-bis(4-chlorophenyl)-2,4-pentadienoic acid). Yield: 95.0%. As a reaction SMILES: C([O:3][C:4](=[O:23])/[CH:5]=[CH:6]/[CH:7]=[C:8]([C:16]1[CH:21]=[CH:20][C:19]([Cl:22])=[CH:18][CH:17]=1)[C:9]1[CH:14]=[CH:13][C:12]([Cl:15])=[CH:11][CH:10]=1)C>CO.[OH-].[Na+]>[Cl:15][C:12]1[CH:11]=[CH:10][C:9]([C:8]([C:16]2[CH:17]=[CH:18][C:19]([Cl:22])=[CH:20][CH:21]=2)=[CH:7]/[CH:6]=[CH:5]/[C:4]([OH:23])=[O:3])=[CH:14][CH:13]=1 |f:2.3|. Procedure details: A mixture of (E)-5,5-bis(4-chlorophenyl)-2,4-pentadienoic acid ethyl ester (7.5 g) in methanol (30 mL) and 2N sodium hydroxide solution (15 mL) was heated at reflux for 30 minutes. The crude solid obtained from the usual work up, was crystallized from ether-hexane to yield 6.55 g of (E)-5,5-bis(4-chlorophenyl)-2,4-pentadienoic acid, mp 213°-215° C. Recrystallization of a portion from 2-propanol furnished the analytical sample, mp 214°-215° C. Anal. Calculated for C17H12Cl2O2 : C, 63.97; H, 3.79;... Reactants: Cl.ClC=1C=C(C=CC1)N1N=C(C=C1CN)C(F)(F)F ((1-(3-chlorophenyl)-3-(trifluoromethyl)-1H-pyrazol-5-yl)methanamine hydrochloride), TEA, FC=1C=C(C=CC1CCO)NC(OC1=CC=CC=C1)=O (phenyl 3-fluoro-4-(2-hydroxyethyl)phenylcarbamate). Solvent: C1CCOC1 (THF). Conditions: time 16 hour. Product: ClC=1C=C(C=CC1)N1N=C(C=C1CNC(=O)NC1=CC(=C(C=C1)CCO)F)C(F)(F)F (1-((1-(3-chlorophenyl)-3-(trifluoromethyl)-1H-pyrazol-5-yl)methyl)-3-(3-fluoro-4-(2-hydroxyethyl)phenyl)urea). Yield: 45.0%. RXN SMILES: Cl.[Cl:2][C:3]1[CH:4]=[C:5]([N:9]2[C:13]([CH2:14][NH2:15])=[CH:12][C:11]([C:16]([F:19])([F:18])[F:17])=[N:10]2)[CH:6]=[CH:7][CH:8]=1.[F:20][C:21]1[CH:22]=[C:23]([NH:30][C:31](=O)[O:32]C2C=CC=CC=2)[CH:24]=[CH:25][C:26]=1[CH2:27][CH2:28][OH:29]>C1COCC1>[Cl:2][C:3]1[CH:4]=[C:5]([N:9]2[C:13]([CH2:14][NH:15][C:31]([NH:30][C:23]3[CH:24]=[CH:25][C:26]([CH2:27][CH2:28][OH:29])=[C:21]([F:20])[CH:22]=3)=[O:32])=[CH:12][C:11]([C:16]([F:17])([F:18])[F:19])=[N:10]2)[CH:6]=[CH:7][CH:8]=1 |f:0.1|. Reported procedure: To a stirred solution of (1-(3-chlorophenyl)-3-(trifluoromethyl)-1H-pyrazol-5-yl)methanamine hydrochloride (227 mg, 0.73 mmol, 1.0 eq) in THF (10 mL) was added TEA (147 mg, 1.45 mmol, 2.0 eq) followed by phenyl 3-fluoro-4-(2-hydroxyethyl)phenylcarbamate (200 mg, 0.73 mmol, 1.0 eq) at RT and the mixture was stirred for 16 h. The reaction mixture was concentrated under vacuum and the residue purified by CC using neutral alumina and EtOAc/PE (3:2) as eluent), followed by preparative HPLC to get 1-(...